From a dataset of the Open Reaction Database (ORD), a public repository of structured organic reaction records. describe an organic reaction: reactants, conditions, products, and yield Reaction conditions: time 3 hour. Run in ClCCl (dichloromethane). Procedure details: To a solution of ethyl 4-methyl-2-cyclohexanone-1-carboxylate (50 g, 0.27 mol) in dichloromethane (500 ml) at −10° C. was added N,N-diisopropylethylamine (52 ml, 0.3 mol) followed by dropwise addition of trifluoromethanesulphonyl chloride (57 ml, 0.3 mol) keeping the temperature between −5 and −100° C. The reaction mixture was allowed to warm to room temperature and stirred for 3 hours. TLC showed 80% reaction, it was cooled to −5° C. and more N,N-diisopropylethylamine (14 ml, 0.1 mol) was added... Yield: 99.5%. Product: CC1CC(=C(CC1)C(=O)OCC)OS(=O)(=O)C(F)(F)F (Ethyl 4-methyl-2-(trifluoromethanesulfonyloxy)cyclohex-1-enecarboxylate). RXN SMILES: [CH3:1][CH2:2][O:3][C:4]([CH:6]1[C:11](=[O:12])[CH2:10][CH:9]([CH3:13])[CH2:8][CH2:7]1)=[O:5].C(N(CC)C(C)C)(C)C.[F:23][C:24]([F:30])([F:29])[S:25](Cl)(=[O:27])=[O:26]>ClCCl>[CH3:13][CH:9]1[CH2:8][CH2:7][C:6]([C:4]([O:3][CH2:2][CH3:1])=[O:5])=[C:11]([O:12][S:25]([C:24]([F:30])([F:29])[F:23])(=[O:27])=[O:26])[CH2:10]1. Starting materials: C(C)(C)N(C(C)C)CC (N,N-diisopropylethylamine), FC(S(=O)(=O)Cl)(F)F (trifluoromethanesulphonyl chloride), CCOC(=O)C1CCC(CC1=O)C (ethyl 4-methyl-2-cyclohexanone-1-carboxylate), C(C)(C)N(C(C)C)CC (N,N-diisopropylethylamine), FC(S(=O)(=O)Cl)(F)F (trifluoromethanesulphonyl chloride). Starting materials: C1(CCCC1)C1(CC(CC(O1)=O)=O)CCC1=C(C=C(C(=C1)CC)O)OC (6-Cyclopentyl-6-[2-(5-ethyl-4-hydroxy-2-methoxy-phenyl)-ethyl]-dihydro-pyran-2,4-dione), CC=1C=NC=2N(C1)N=C(N2)C=O (6-Methyl-[1,2,4]triazolo[1,5-a]pyrimidine-2-carbaldehyde), 6-Cyclopentyl, CC=1N=CNC1C=O (4-methyl-5-imidazol carboxaldehyde). The product is C1(CCCC1)C1(CC(=C(C(O1)=O)CC=1N=CNC1C)O)CCC1=C(C=C(C(=C1)CC)O)OC (6-Cyclopentyl-6-[2-(5-ethyl-4-hydroxy-2-methoxy-phenyl)-ethyl]-4-hydroxy-3-(5-methyl-1H-imidazol-4-ylmethyl)-5,6-dihydro-pyran-2-one). As a reaction SMILES: [CH:1]1([C:6]2([CH2:14][CH2:15][C:16]3[CH:21]=[C:20]([CH2:22][CH3:23])[C:19]([OH:24])=[CH:18][C:17]=3[O:25][CH3:26])[O:11][C:10](=[O:12])[CH2:9][C:8](=[O:13])[CH2:7]2)[CH2:5][CH2:4][CH2:3][CH2:2]1.[CH3:27][C:28]1[N:29]=[CH:30][NH:31][C:32]=1[CH:33]=O.CC1C=NC2N(N=C(C=O)N=2)C=1>>[CH:1]1([C:6]2([CH2:14][CH2:15][C:16]3[CH:21]=[C:20]([CH2:22][CH3:23])[C:19]([OH:24])=[CH:18][C:17]=3[O:25][CH3:26])[O:11][C:10](=[O:12])[C:9]([CH2:27][C:28]3[N:29]=[CH:30][NH:31][C:32]=3[CH3:33])=[C:8]([OH:13])[CH2:7]2)[CH2:5][CH2:4][CH2:3][CH2:2]1. Reported procedure: The title compound was prepared analogously to Example A(126), where 6-Cyclopentyl-6-[2-(5-ethyl-4-hydroxy-2-methoxy-phenyl)-ethyl]-dihydro-pyran-2,4-dione was substituted in place of 6-Cyclopentyl-6-[2-(3-ethyl-4-hydroxy-phenyl)-ethyl-dihydro-pyran-2,4-dione and 4-methyl-5-imidazol carboxaldehyde was substituted in place of 6-Methyl-[1,2,4]triazolo[1,5-a]pyrimidine-2-carbaldehyde of that example. 1H NMR (400 MHz, DMSO-d6): δ 0.86 (t, J=7.5 Hz, 3H), 1.10–1.56 (m, 10H), 1.73–1.68 (m, 1H), 1.92 (s...